This data is from the Open Reaction Database (ORD), a public repository of structured organic reaction records. The task is: describe an organic reaction: reactants, conditions, products, and yield The reactants are [OH-].[Na+] (sodium hydroxide), Cl.NC(=N)N (guanidine HCl), COC(N(C)C)OC (dimethylformamide dimethyl acetal), CC(=O)C(OC)OC (pyruvic aldehyde dimethyl acetal). The solvent is O (water), O (water). Conditions: time 48 hour. Product: COC(C1=NC(=NC=C1)N)OC (2-aminopyrimidine-4-carboxaldehyde dimethylacetal). The yield is 36.6%. Reaction SMILES: [CH3:1][O:2][CH:3]([O:7][CH3:8])N(C)C.[CH3:9][C:10]([CH:12](OC)OC)=O.[OH-].[Na+].Cl.[NH2:20][C:21]([NH2:23])=[NH:22]>O>[CH3:8][O:7][CH:3]([O:2][CH3:1])[C:12]1[CH:10]=[CH:9][N:22]=[C:21]([NH2:23])[N:20]=1 |f:2.3,4.5|. Reported procedure: A solution of 5.5 mL (41 mmol, 1.0 eq.) of dimethylformamide dimethyl acetal and 5.0 mL (41 mmol, 1.0 eq.) pyruvic aldehyde dimethyl acetal was heated at 100° C. for 16 h. Methanol was removed in vacuo to afford a brown oil. A solution of 1.8 g (45 mmol, 1.1 eq.) of sodium hydroxide in 5 mL of water was added to a solution of 4.3 g (45 mmol, 1.1 eq.) of guanidine HCl in 10 mL of water. The resulting solution was added to the above described oil. The resulting mixture was stirred at room temperat... The reactants are CC(C)CC(NC(=O)OC(C)(C)C)C(=O)O, C1COCCN1, O. Product: CC(C)CC(NC(=O)OC(C)(C)C)C(=O)C1CNCCO1. Reaction SMILES: [C:8](=[O:9])([O:10][C:11]([CH3:12])([CH3:13])[CH3:14])[NH:15][CH:16]([CH2:17][CH:18]([CH3:19])[CH3:20])[C:21](=[O:22])[OH:23].[CH2:1]1[CH2:2][O:3][CH2:4][CH2:5][NH:6]1.[OH2:7]>>[CH2:1]1[CH:2]([C:21]([CH:16]([NH:15][C:8](=[O:9])[O:10][C:11]([CH3:12])([CH3:13])[CH3:14])[CH2:17][CH:18]([CH3:19])[CH3:20])=[O:22])[O:3][CH2:4][CH2:5][NH:6]1.